The task is: describe an organic reaction: reactants, conditions, products, and yield. This data is from the Open Reaction Database (ORD), a public repository of structured organic reaction records. Starting materials: [H-].[Al+3].[Li+].[H-].[H-].[H-] (lithium aluminium hydride), ClC1=CC=C([C@H](C[N+](=O)[O-])[C@H]2[C@@H](CCCC2)O)C=C1 (rac-(1R*)-trans-2-[(R*)-4-chloro-α-(nitromethyl)benzyl]cyclohexanol), O1CCCC1.O (tetrahydrofuran water). Solvent: O1CCCC1 (tetrahydrofuran), O1CCCC1 (tetrahydrofuran). Conditions: time 8 hour. Product: NC[C@@H](C1=CC=C(C=C1)Cl)[C@H]1[C@@H](CCCC1)O (rac-(1R*)-trans-2-[(R*)-α-(aminomethyl)-4-chlorobenzyl]cyclohexanol). RXN SMILES: [Cl:1][C:2]1[CH:19]=[CH:18][C:5]([C@@H:6]([C@@H:11]2[CH2:16][CH2:15][CH2:14][CH2:13][C@H:12]2[OH:17])[CH2:7][N+:8]([O-])=O)=[CH:4][CH:3]=1.[H-].[Al+3].[Li+].[H-].[H-].[H-].O1CCCC1.O>O1CCCC1>[NH2:8][CH2:7][C@H:6]([C@@H:11]1[CH2:16][CH2:15][CH2:14][CH2:13][C@H:12]1[OH:17])[C:5]1[CH:4]=[CH:3][C:2]([Cl:1])=[CH:19][CH:18]=1 |f:1.2.3.4.5.6,7.8|. Procedure: A solution of 1.9 g (6.7 mmol) of rac-(1R*)-trans-2-[(R*)-4-chloro-α-(nitromethyl)benzyl]cyclohexanol in 30 ml of dry tetrahydrofuran is added dropwise while stirring to a suspension of 1 g of lithium aluminium hydride in 60 ml of dry tetrahydrofuran under argon, whereupon the mixture is stirred at 50° overnight. After cooling the reaction mixture is treated with tetrahydrofuran/water (1:1), the precipitate is filtered off under suction, the filtrate is evaporated, the residue is treated with wa... The reactants are NC1=CC=C(C(=C1NCCO)F)F (2-[(6-amino-2,3-difluorophenyl)amino]ethanol), C(=O)O (formic acid). Conditions: time 2.5 hour. Product: FC=1C=CC2=C(N(C=N2)CCO)C1F (2-(6,7-difluoro-1H-benzimidazol-1-yl)ethanol). As a reaction SMILES: [NH2:1][C:2]1[C:7]([NH:8][CH2:9][CH2:10][OH:11])=[C:6]([F:12])[C:5]([F:13])=[CH:4][CH:3]=1.[CH:14](O)=O>>[F:13][C:5]1[CH:4]=[CH:3][C:2]2[N:1]=[CH:14][N:8]([CH2:9][CH2:10][OH:11])[C:7]=2[C:6]=1[F:12]. Procedure: A solution of 2-[(6-amino-2,3-difluorophenyl)amino]ethanol in 100 ml of formic acid is heated at 100° C. for 2 hours. The reaction is concentrated to dryness, taken into 100 ml of 2 N NH3 in ethanol and stirred for 2.5 hrs. The reaction is concentrated and taken into ethyl acetate. The resulting precipitate is collected by filtration and rinsed with cold ethyl acetate. The mother liquor is concentrated and purified by silica gel flash chromatography using ethyl acetate/heptane. The combined yiel... Reactants: Au CeO2, NC1=C(C=CC(=C1)N)C (2,4-diaminotoluene), Au (Na+)CEO2, C([O-])(O)=O.[Na+] (sodium bicarbonate), [O-2].[Ce+3].[O-2].[O-2].[Ce+3] (cerium oxide). Yields the product [N+](=O)([O-])C1=C(C=CC(=C1)[N+](=O)[O-])C (2,4-dinitrotoluene). Reaction SMILES: C(=O)(O)[O-:2].[Na+].[O-2:6].[Ce+3].[O-2:8].[O-2:9].[Ce+3].[NH2:11][C:12]1[CH:17]=[C:16]([NH2:18])[CH:15]=[CH:14][C:13]=1[CH3:19]>>[N+:11]([C:12]1[CH:17]=[C:16]([N+:18]([O-:2])=[O:9])[CH:15]=[CH:14][C:13]=1[CH3:19])([O-:8])=[O:6] |f:0.1,2.3.4.5.6|. Procedure: The catalyst of the present example is an Au/CeO2 (263.6 mg) which is subjected to further treatment consisting of impregnation with sodium bicarbonate (3.2 mg) in order to neutralize by doping the possible acid centers of the surface of the nanocrystalline cerium oxide. The carbamoylation reaction of the 2,4-diaminotoluene is carried out as described in Example 1 but using as a catalyst Au/(Na+)CEO2 (208.2 mg) whereby after 23 hrs of reaction was obtained a mixture wherein the conversion of 2,4... Starting materials: C(C)(C)(C)P(C(C)(C)C)CC1=NC(=CC=C1)CP(C(C)(C)C)C(C)(C)C (2,6-Bis[(di-tert-butylphosphino)methyl]pyridine), PTFE, C(C(=C)C)#N (Methacrylonitrile), NC1=CC=CC=C1 (aniline). Reagents/catalysts: C(=O)(C(F)(F)F)O.C(=O)(C(F)(F)F)O.[Pd] (Pd(TFA)2). Solvent: C1(=CC=CC=C1)C (toluene). Reaction conditions: time 24 hour. The product is N(C1=CC=CC=C1)CC(C)C#N (2-anilino-1-methylethyl cyanide). Isolated yield 88.6%. RXN SMILES: C(P(CC1C=CC=C(CP(C(C)(C)C)C(C)(C)C)N=1)C(C)(C)C)(C)(C)C.[C:27](#[N:31])[C:28]([CH3:30])=[CH2:29].[NH2:32][C:33]1[CH:38]=[CH:37][CH:36]=[CH:35][CH:34]=1>C1(C)C=CC=CC=1.C(O)(C(F)(F)F)=O.C(O)(C(F)(F)F)=O.[Pd]>[NH:32]([CH2:29][CH:28]([C:27]#[N:31])[CH3:30])[C:33]1[CH:38]=[CH:37][CH:36]=[CH:35][CH:34]=1 |f:4.5.6|. Procedure: Pd(TFA)2 (33.0 mg, 0.10 mmol) and 2,6-Bis[(di-tert-butylphosphino)methyl]pyridine (40.0 mg, 0.10 mmol) were suspended in 0.5 mL of toluene in a screw-capped vial. The vial was sealed with a cap containing a PTFE septum and removed from the dry box. Methacrylonitrile (270 mg, 4.00 mmol) and aniline (93.1 mg, 1.00 mmol) were added to the reaction mixture by syringe. The reaction mixture was stirred at room temperature for 24 h, after which time it was adsorbed onto silica gel. The product was isol... The reactants are 19.7, ClC1=CC(=C(C=C1)NN)F (4-chloro-2-fluorophenylhydrazine), C(C)(=O)C1C(CCCC1)=O (2-acetylcyclohexanone), C=1(C(=CC=CC1)C)C (xylene). Solvent: C(C)(=O)O (acetic acid). Product: ClC1=CC(=C(C=C1)N1N=C2CCCCC2=C1C)F (2-(4-chloro-2-fluorophenyl)-3-methyl-4,5,6,7-tetrahydro-2H-indazole). RXN SMILES: [Cl:1][C:2]1[CH:7]=[CH:6][C:5]([NH:8][NH2:9])=[C:4]([F:10])[CH:3]=1.[C:11]([CH:14]1[CH2:19][CH2:18][CH2:17][CH2:16][C:15]1=O)(=O)[CH3:12].C1(C)C(C)=CC=CC=1>C(O)(=O)C>[Cl:1][C:2]1[CH:7]=[CH:6][C:5]([N:8]2[C:11]([CH3:12])=[C:14]3[C:15]([CH2:16][CH2:17][CH2:18][CH2:19]3)=[N:9]2)=[C:4]([F:10])[CH:3]=1. Procedure details: A solution of 19.7 parts of 4-chloro-2-fluorophenylhydrazine and 14.0 parts of 2-acetylcyclohexanone in 50 parts of xylene and 1 part of glacial acetic acid were refluxed for 24 hours with a Dean Stark trap to collect the water formed. The xylene was distilled from the mixture. The residual oil was dissolved in arm hexane solution. On cooling, 6.2 parts of crude product was obtained. Recrystallization of this product yielded white crystals of 2-(4-chloro-2-fluorophenyl)-3-methyl-4,5,6,7-tetrahyd...